This data is from the Open Reaction Database (ORD), a public repository of structured organic reaction records. The task is: describe an organic reaction: reactants, conditions, products, and yield Reactants: COC(=O)C=1C(=C2C=C(C(N(C2=C(N1)C=1C=NC=CC1)C1=CC=CC=C1)=O)C1=CC=CC=C1)O (5-hydroxy-2-oxo-1,3-diphenyl-8-pyridin-3-yl-1,2-dihydro-[1,7]naphthyridine-6-carboxylic acid methyl ester), NCCC(=O)O (β-alanine), C[O-].[Na+] (NaOMe). The product is OC1=C2C=C(C(N(C2=C(N=C1C(=O)NCCC(=O)O)C=1C=NC=CC1)C1=CC=CC=C1)=O)C1=CC=CC=C1 (3-[(5-Hydroxy-2-oxo-1,3-diphenyl-8-pyridin-3-yl-1,2-dihydro-[1,7]naphthyridine-6-carbonyl)-amino]-propionic acid). The yield is 64.9%. RXN SMILES: CO[C:3]([C:5]1[C:6]([OH:34])=[C:7]2[C:12](=[C:13]([C:15]3[CH:16]=[N:17][CH:18]=[CH:19][CH:20]=3)[N:14]=1)[N:11]([C:21]1[CH:26]=[CH:25][CH:24]=[CH:23][CH:22]=1)[C:10](=[O:27])[C:9]([C:28]1[CH:33]=[CH:32][CH:31]=[CH:30][CH:29]=1)=[CH:8]2)=[O:4].[NH2:35][CH2:36][CH2:37][C:38]([OH:40])=[O:39].C[O-].[Na+]>>[OH:34][C:6]1[C:5]([C:3]([NH:35][CH2:36][CH2:37][C:38]([OH:40])=[O:39])=[O:4])=[N:14][C:13]([C:15]2[CH:16]=[N:17][CH:18]=[CH:19][CH:20]=2)=[C:12]2[C:7]=1[CH:8]=[C:9]([C:28]1[CH:29]=[CH:30][CH:31]=[CH:32][CH:33]=1)[C:10](=[O:27])[N:11]2[C:21]1[CH:26]=[CH:25][CH:24]=[CH:23][CH:22]=1 |f:2.3|. Procedure details: A mixture of 5-hydroxy-2-oxo-1,3-diphenyl-8-pyridin-3-yl-1,2-dihydro-[1,7]naphthyridine-6-carboxylic acid methyl ester (34 mg, 0.076 mmol), β-alanine (675 mg, 7.6 mmol) and NaOMe solution (11 mL, 5.7 mmol, 0.5 M in MeOH) was refluxed for 16 h. After the mixture was cooled to r.t., the solvent was evaporated in vacuo. The residue was partitioned between EtOAc and water. 1 M HCl was added with vigorous stirring until pH was about 3-4. The aqueous layer was extracted with additional EtOAc, and the ... Reactants: CC(CCC1=CC=CC=C1)(C)N (1,1-dimethyl-3-phenylpropylamine), C1C(O1)CO (glycidol). Run in CC(C)O (2-propanol), CC(C)O (2-propanol). Conditions: temperature 75 celsius. Yields the product CC(CCC1=CC=CC=C1)(C)NCC(CO)O (3-(1,1-dimethyl-3-phenylpropylamino)-1,2-dihydroxypropane). Reaction SMILES: [CH3:1][C:2]([NH2:12])([CH3:11])[CH2:3][CH2:4][C:5]1[CH:10]=[CH:9][CH:8]=[CH:7][CH:6]=1.[CH2:13]1[O:15][CH:14]1[CH2:16][OH:17]>CC(O)C>[CH3:11][C:2]([NH:12][CH2:13][CH:14]([OH:15])[CH2:16][OH:17])([CH3:1])[CH2:3][CH2:4][C:5]1[CH:10]=[CH:9][CH:8]=[CH:7][CH:6]=1. Reported procedure: To 1,1-dimethyl-3-phenylpropylamine (3.6 g., 22 mmole) in 20 ml. 2-propanol at 50° C. in an oil bath was added glycidol (1.7 g., 23 mmole) in 10 ml. 2-propanol dropwise over 5-10 min. The mixture was heated at 75° C. for 2 hours. After evaporation of the solvent, vacuum distillation provided 3.9 g. (75%) of 3-(1,1-dimethyl-3-phenylpropylamino)-1,2-dihydroxypropane (bp 160°-180°/0.5 mm which crystallized upon standing (mp 74°-77° C.). Starting materials: N1(CCCCC1)C=1C=C(C=2CC3=CC=CC=C3C2C1C#N)C1=CC=C2C=CC3=CC=CC4=CC=C1C2=C34 (3-(piperidin-1-yl)-1-(pyren-1-yl)9H-fluorene-4-carbonitrile), [H-].[Na+] (sodium hydride), C1CCOC1 (THF). Run at temperature 2.5 celsius. The product is O=C1C2=CC=CC=C2C=2C(=C(C=C(C12)C1=CC=C2C=CC3=CC=CC4=CC=C1C2=C34)N3CCCCC3)C#N (9-Oxo-3-piperidin-1-yl-1-pyren-1-yl-9H-fluorene-4-carbonitrile). Reaction SMILES: [N:1]1([C:7]2[CH:8]=[C:9]([C:22]3[C:35]4[C:36]5=[C:37]6[C:32](=[CH:33][CH:34]=4)[CH:31]=[CH:30][CH:29]=[C:28]6[CH:27]=[CH:26][C:25]5=[CH:24][CH:23]=3)[C:10]3[CH2:11][C:12]4[C:17]([C:18]=3[C:19]=2[C:20]#[N:21])=[CH:16][CH:15]=[CH:14][CH:13]=4)[CH2:6][CH2:5][CH2:4][CH2:3][CH2:2]1.[H-].[Na+].C1C[O:43]CC1>>[O:43]=[C:11]1[C:10]2[C:9]([C:22]3[C:35]4[C:36]5=[C:37]6[C:32](=[CH:33][CH:34]=4)[CH:31]=[CH:30][CH:29]=[C:28]6[CH:27]=[CH:26][C:25]5=[CH:24][CH:23]=3)=[CH:8][C:7]([N:1]3[CH2:6][CH2:5][CH2:4][CH2:3][CH2:2]3)=[C:19]([C:20]#[N:21])[C:18]=2[C:17]2[C:12]1=[CH:13][CH:14]=[CH:15][CH:16]=2 |f:1.2|. Reported procedure: A solution of 3-(piperidin-1-yl)-1-(pyren-1-yl)9H-fluorene-4-carbonitrile (474 mg) in THF was added sodium hydride (48 mg) and was stirred at 0-5° C. for less than five minutes. After completion, the reaction solvent was evaporated under vacuum and the crude solid obtained was quenched with ice water and subsequently neutralized by dilute HCl. The precipitate thus obtained was filtered and purified on a silica gel column using ethyl acetate-hexane as eluent. Yellow solid; mp 220-222° C.; MS (FAB... Starting materials: ClCC(=O)C=1N(C=CC1)CC1=C(C=CC=C1)F (2-chloroacetyl-1-(2-fluorobenzyl)pyrrole), CN1CCNCC1 (N-methylpiperazine). Solvent: C(C)N(CC)CC (triethylamine). The product is FC1=C(CN2C(=CC=C2)C(CN2CCN(CC2)C)=O)C=CC=C1 (1-(2-fluorobenzyl)-2-[α-(4-methylpiperazino)-acetyl]pyrrole). Reaction SMILES: Cl[CH2:2][C:3]([C:5]1[N:6]([CH2:10][C:11]2[CH:16]=[CH:15][CH:14]=[CH:13][C:12]=2[F:17])[CH:7]=[CH:8][CH:9]=1)=[O:4].[CH3:18][N:19]1[CH2:24][CH2:23][NH:22][CH2:21][CH2:20]1>C(N(CC)CC)C>[F:17][C:12]1[CH:13]=[CH:14][CH:15]=[CH:16][C:11]=1[CH2:10][N:6]1[CH:7]=[CH:8][CH:9]=[C:5]1[C:3](=[O:4])[CH2:2][N:22]1[CH2:23][CH2:24][N:19]([CH3:18])[CH2:20][CH2:21]1. Procedure details: A mixture of 2-chloroacetyl-1-(2-fluorobenzyl)pyrrole Example 1a, N-methylpiperazine and triethylamine in methaol is treated by the procedure described in Example 1b to produce 1-(2-fluorobenzyl)-2-[α-(4-methylpiperazino)-acetyl]pyrrole. Reactants: OCCBr, O=C([O-])[O-], [K+], [K+], CN(C)C=O, O=[N+]([O-])c1ccc(O)cc1. The product is O=[N+]([O-])c1ccc(OCCO)cc1. As a reaction SMILES: [Br:17][CH2:18][CH2:19][OH:20].[C:11](=[O:12])([O-:13])[O-:14].[K+:15].[K+:16].[O:21]=[CH:22][N:23]([CH3:24])[CH3:25].[OH:1][c:2]1[cH:3][cH:4][c:5]([N+:8]([O-:9])=[O:10])[cH:6][cH:7]1>>[O:1]([c:2]1[cH:3][cH:4][c:5]([N+:8]([O-:9])=[O:10])[cH:6][cH:7]1)[CH2:18][CH2:19][OH:20]. Reactants: COCCOC1=CC=C2C(NC=NC2=C1)=O (7-(2-methoxyethoxy)-3,4-dihydroquinazolin-4-one), S(=O)(Cl)Cl (thionyl chloride). The solvent is CN(C)C=O (DMF). Product: Cl.ClC1=NC=NC2=CC(=CC=C12)OCCOC (4-chloro-7-(2-methoxyethoxy)quinazoline hydrochloride). The yield is 83.0%. Reaction SMILES: [CH3:1][O:2][CH2:3][CH2:4][O:5][C:6]1[CH:15]=[C:14]2[C:9]([C:10](=O)[NH:11][CH:12]=[N:13]2)=[CH:8][CH:7]=1.S(Cl)([Cl:19])=O>CN(C=O)C>[ClH:19].[Cl:19][C:10]1[C:9]2[C:14](=[CH:15][C:6]([O:5][CH2:4][CH2:3][O:2][CH3:1])=[CH:7][CH:8]=2)[N:13]=[CH:12][N:11]=1 |f:3.4|. Procedure details: A solution of 7-(2-methoxyethoxy)-3,4-dihydroquinazolin-4-one (500 mg, 2.2 mmol) in thionyl chloride (15 ml) and DMF (0.1 ml) was heated at reflux for 3 hours. The volatiles were removed by evaporation to give 4-chloro-7-(2-methoxyethoxy)quinazoline hydrochloride as a cream solid (520 mg, 83%). Reactants: N1=CC(=CC2=CC=CC=C12)NC([C@H]1N(C[C@@H](C1)NC([C@@H](CCC1=CC=CC=C1)O)=O)C([C@@H]1N(C[C@H](C1)NC(CNC(=O)OC(C)(C)C)=O)C(=O)OC(C)(C)C)=O)=O (N-tert-butoxycarbonyl-trans-4-(N-tert-butoxycarbonylglycylamino)-D-prolyl-trans-4-((R)-2-hydroxy-4-phenylbutyrylamino)-L-proline 3-quinolylamide). Solvent: CO (methanol). Conditions: time 2 hour. Product: N1=CC(=CC2=CC=CC=C12)NC([C@H]1N(C[C@@H](C1)NC([C@@H](CCC1=CC=CC=C1)O)=O)C([C@@H]1NC[C@H](C1)NC(CN)=O)=O)=O (trans-4-Glycylamino-D-Prolyl-trans-4-((R)-2-Hydroxy-4-Phenylbutyrylamino)-L-proline 3-Quinolylamide). Yield: 108.4%. As a reaction SMILES: [N:1]1[C:10]2[C:5](=[CH:6][CH:7]=[CH:8][CH:9]=2)[CH:4]=[C:3]([NH:11][C:12](=[O:57])[C@@H:13]2[CH2:17][C@@H:16]([NH:18][C:19](=[O:30])[C@H:20]([OH:29])[CH2:21][CH2:22][C:23]3[CH:28]=[CH:27][CH:26]=[CH:25][CH:24]=3)[CH2:15][N:14]2[C:31](=[O:56])[C@H:32]2[CH2:36][C@H:35]([NH:37][C:38](=[O:48])[CH2:39][NH:40]C(OC(C)(C)C)=O)[CH2:34][N:33]2C(OC(C)(C)C)=O)[CH:2]=1>CO>[N:1]1[C:10]2[C:5](=[CH:6][CH:7]=[CH:8][CH:9]=2)[CH:4]=[C:3]([NH:11][C:12](=[O:57])[C@@H:13]2[CH2:17][C@@H:16]([NH:18][C:19](=[O:30])[C@H:20]([OH:29])[CH2:21][CH2:22][C:23]3[CH:28]=[CH:27][CH:26]=[CH:25][CH:24]=3)[CH2:15][N:14]2[C:31](=[O:56])[C@H:32]2[CH2:36][C@H:35]([NH:37][C:38](=[O:48])[CH2:39][NH2:40])[CH2:34][NH:33]2)[CH:2]=1. Procedure: A solution of N-tert-butoxycarbonyl-trans-4-(N-tert-butoxycarbonylglycylamino)-D-prolyl-trans-4-((R)-2-hydroxy-4-phenylbutyrylamino)-L-proline 3-quinolylamide (G, 120 mg) at 0° C., and methanol (3 mL) was added to dissolve until insoluble materials. After stirring for 2 hr, the reaction mixture was evaporated and coevaporated with 1,4-dioxane and ether in vacuo to give solid. The solids were washed with ether to afford the title compound (97 mg) as a colorless solid: 1H NMR (400 MHz, D2O) δ 1.86... The product is Fc1ccc(-c2ccccc2Br)cc1. Starting materials: Brc1ccccc1Br, O=C([O-])[O-], Cc1ccccc1, CCO, [Na+], [Na+], OB(O)c1ccc(F)cc1, c1ccc(P(c2ccccc2)(c2ccccc2)[Pd](P(c2ccccc2)(c2ccccc2)c2ccccc2)(P(c2ccccc2)(c2ccccc2)c2ccccc2)P(c2ccccc2)(c2ccccc2)c2ccccc2)cc1. Reaction SMILES: [Br:1][c:2]1[cH:3][cH:4][cH:5][cH:6][c:7]1[Br:8].[C:29](=[O:30])([O-:31])[O-:32].[CH3:19][c:20]1[cH:21][cH:22][cH:23][cH:24][cH:25]1.[CH3:26][CH2:27][OH:28].[Na+:33].[Na+:34].[OH:9][B:10]([OH:11])[c:12]1[cH:13][cH:14][c:15]([F:16])[cH:17][cH:18]1.[cH:35]1[cH:36][cH:37][c:38]([P:39]([Pd:40]([P:41]([c:42]2[cH:43][cH:44][cH:45][cH:46][cH:47]2)([c:48]2[cH:49][cH:50][cH:51][cH:52][cH:53]2)[c:54]2[cH:55][cH:56][cH:57][cH:58][cH:59]2)([P:60]([c:61]2[cH:62][cH:63][cH:64][cH:65][cH:66]2)([c:67]2[cH:68][cH:69][cH:70][cH:71][cH:72]2)[c:73]2[cH:74][cH:75][cH:76][cH:77][cH:78]2)[P:79]([c:80]2[cH:81][cH:82][cH:83][cH:84][cH:85]2)([c:86]2[cH:87][cH:88][cH:89][cH:90][cH:91]2)[c:92]2[cH:93][cH:94][cH:95][cH:96][cH:97]2)([c:98]2[cH:99][cH:100][cH:101][cH:102][cH:103]2)[c:104]2[cH:105][cH:106][cH:107][cH:108][cH:109]2)[cH:110][cH:111]1>>[c:2]1(-[c:12]2[cH:13][cH:14][c:15]([F:16])[cH:17][cH:18]2)[cH:3][cH:4][cH:5][cH:6][c:7]1[Br:8]. Solvent: CN(C=O)C (dimethylformamide). As a reaction SMILES: [O:1]=[C:2]1[N:7]2[CH:8]=[C:9]([C:12](O)=[O:13])[CH:10]=[CH:11][C:6]2=[N:5][C:4]2[CH:15]=[CH:16][S:17][C:3]1=2.C(N1C=CN=C1)([N:20]1C=CN=C1)=O>CN(C)C=O>[O:1]=[C:2]1[N:7]2[CH:8]=[C:9]([C:12]([NH2:20])=[O:13])[CH:10]=[CH:11][C:6]2=[N:5][C:4]2[CH:15]=[CH:16][S:17][C:3]1=2. Reactants: O=C1C2=C(N=C3N1C=C(C=C3)C(=O)O)C=CS2 (10-oxo-10H-pyrido[1,2-a]thieno[3,2-d]pyrimidine-7-carboxylic acid), C(=O)(N1C=NC=C1)N1C=NC=C1 (1,1'-carbonyldiimidazole). Conditions: time 2 hour. Product: O=C1C2=C(N=C3N1C=C(C=C3)C(=O)N)C=CS2 (10-Oxo-10H-pyrido[1,2-a]thieno[3,2-d]pyrimidine-7-carboxamide). Procedure: A mixture of 10-oxo-10H-pyrido[1,2-a]thieno[3,2-d]pyrimidine-7-carboxylic acid (2.5 g, 0.01 mol) and 1,1'-carbonyldiimidazole (1.7 g, 0.01 mol) in dimethylformamide (25 ml) is heated at 90°-95° C. for one hour under nitrogen. The solution is cooled in an ice bath and anhydrous ammonia is bubbled through for 15 minutes. The mixture is stirred at ice bath temperature for 2 hours and at room temperature for one hour. The reaction mixture is cooled and the precipitate is filtered off. The precipitat... The reactants are O=C([O-])[O-], C1COCCN1, COC(=O)c1ccc(Cl)nc1CCl, [K+], [K+], CN(C)C=O, O. Yields the product COC(=O)c1ccc(Cl)nc1CN1CCOCC1. As a reaction SMILES: [C:14](=[O:15])([O-:16])[O-:17].[CH2:20]1[CH2:21][O:22][CH2:23][CH2:24][NH:25]1.[Cl:1][c:2]1[cH:3][cH:4][c:5]([C:10](=[O:11])[O:12][CH3:13])[c:6]([CH2:8][Cl:9])[n:7]1.[K+:18].[K+:19].[O:27]=[CH:28][N:29]([CH3:30])[CH3:31].[OH2:26]>>[Cl:1][c:2]1[cH:3][cH:4][c:5]([C:10](=[O:11])[O:12][CH3:13])[c:6]([CH2:8][N:25]2[CH2:20][CH2:21][O:22][CH2:23][CH2:24]2)[n:7]1.